From a dataset of the Open Reaction Database (ORD), a public repository of structured organic reaction records. describe an organic reaction: reactants, conditions, products, and yield The reactants are [BH3-]C#N, CO, COc1ccc(C=O)cc1, Nc1cccc(F)c1, [Na+]. Product: COc1ccc(CNc2cccc(F)c2)cc1. RXN SMILES: [C:19]([BH3-:20])#[N:21].[CH3:23][OH:24].[CH:1]([c:2]1[cH:3][cH:4][c:5]([O:8][CH3:9])[cH:6][cH:7]1)=[O:10].[NH2:11][c:12]1[cH:13][cH:14][cH:15][c:16]([F:17])[cH:18]1.[Na+:22]>>[CH2:1]([c:2]1[cH:3][cH:4][c:5]([O:8][CH3:9])[cH:6][cH:7]1)[NH:11][c:12]1[cH:13][cH:14][cH:15][c:16]([F:17])[cH:18]1. Reactants: CC(=O)Cl, ClCCl, O=[N+]([O-])c1ccc2c(c1)NCCO2, [Na+], O=C([O-])O. Yields the product CC(=O)N1CCOc2ccc([N+](=O)[O-])cc21. As a reaction SMILES: [CH3:1][C:2]([Cl:3])=[O:4].[Cl:23][CH2:24][Cl:25].[N+:5](=[O:6])([O-:7])[c:8]1[cH:9][cH:10][c:11]2[c:12]([cH:17]1)[NH:13][CH2:14][CH2:15][O:16]2.[Na+:22].[O-:18][C:19]([OH:20])=[O:21]>>[CH3:1][C:2](=[O:4])[N:13]1[c:12]2[c:11]([cH:10][cH:9][c:8]([N+:5](=[O:6])[O-:7])[cH:17]2)[O:16][CH2:15][CH2:14]1. Reactants: FC(C(=O)O)(F)F.C(C1=CC=CC=C1)OC(=O)NCCCC[C@H](C(N[C@@H](C(C)C)C(N)=O)=O)NC(N[C@H](C(=O)OC(C)(C)C)CCCCNC(=O)OC(C)(C)C)=O (tert-Butyl(S)-2-{3-[(R)-5-benzyloxycarbonylamino-1-((S)-1-carbamoyl-2-methyl-propylcarbamoyl)-pentyl]-ureido}-6-tert-butoxycarbonylaminohexanoate trifluoroacetate), C(=O)(C(F)(F)F)O (TFA). Solvent: C(Cl)Cl (CH2Cl2). The product is FC(C(=O)O)(F)F.NCCCC[C@@H](C(=O)O)NC(=O)N[C@H](CCCCNC(=O)OCC1=CC=CC=C1)C(N[C@@H](C(C)C)C(N)=O)=O ((S)-6-amino-2-{3-[(R)-5-benzyloxycarbonylamino-1-((S)-1-carbamoyl-2-methyl-propylcarbamoyl)-pentyl]-ureido}-hexanoic acid trifluoroacetate). The yield is 70.2%. RXN SMILES: [F:1][C:2]([F:7])([F:6])[C:3]([OH:5])=[O:4].[CH2:8]([O:15][C:16]([NH:18][CH2:19][CH2:20][CH2:21][CH2:22][C@@H:23]([NH:34][C:35](=[O:57])[NH:36][C@@H:37]([CH2:45][CH2:46][CH2:47][CH2:48][NH:49]C(OC(C)(C)C)=O)[C:38]([O:40]C(C)(C)C)=[O:39])[C:24](=[O:33])[NH:25][C@H:26]([C:30](=[O:32])[NH2:31])[CH:27]([CH3:29])[CH3:28])=[O:17])[C:9]1[CH:14]=[CH:13][CH:12]=[CH:11][CH:10]=1.C(O)(C(F)(F)F)=O>C(Cl)Cl>[F:1][C:2]([F:7])([F:6])[C:3]([OH:5])=[O:4].[NH2:49][CH2:48][CH2:47][CH2:46][CH2:45][C@H:37]([NH:36][C:35]([NH:34][C@@H:23]([C:24](=[O:33])[NH:25][C@H:26]([C:30](=[O:32])[NH2:31])[CH:27]([CH3:28])[CH3:29])[CH2:22][CH2:21][CH2:20][CH2:19][NH:18][C:16]([O:15][CH2:8][C:9]1[CH:10]=[CH:11][CH:12]=[CH:13][CH:14]=1)=[O:17])=[O:57])[C:38]([OH:40])=[O:39] |f:0.1,4.5|. Reported procedure: tert-Butyl(S)-2-{3-[(R)-5-benzyloxycarbonylamino-1-((S)-1-carbamoyl-2-methyl-propylcarbamoyl)-pentyl]-ureido}-6-tert-butoxycarbonylaminohexanoate trifluoroacetate (37 mg, 0.045 mmol) was dissolved in 5 ml of CH2Cl2 and 1 ml of TFA and stirred at RT for 14 h. Preparative HPLC afforded 21 mg (70%) of (S)-6-amino-2-{3-[(R)-5-benzyloxycarbonylamino-1-((S)-1-carbamoyl-2-methyl-propylcarbamoyl)-pentyl]-ureido}-hexanoic acid trifluoroacetate. The reactants are CC(C(=O)C1=CC=C(C=C1)S(=O)(=O)C)(C)OC(CN(CC)CC)=O (2-(diethyl amino) acetic acid 2-methyl-1-(4-(methylsulfonyl)phenyl)propan-1-one-2-yl ester). Solvent: CN(C)C=O (DMF), C(C)(=O)OCC (ethyl acetate). Product: C(C)N(C=1C(OC(C1C1=CC=C(C=C1)S(=O)(=O)C)(C)C)=O)CC (3-(Diethyl amino)-5,5-dimethyl-4-(4-(methylsulfonyl) phenyl)-5H-furan-2-one). Isolated yield 31.0%. As a reaction SMILES: [CH3:1][C:2]([O:16][C:17](=[O:24])[CH2:18][N:19]([CH2:22][CH3:23])[CH2:20][CH3:21])([CH3:15])[C:3]([C:5]1[CH:10]=[CH:9][C:8]([S:11]([CH3:14])(=[O:13])=[O:12])=[CH:7][CH:6]=1)=O>CN(C=O)C.C(OCC)(=O)C>[CH2:20]([N:19]([CH2:22][CH3:23])[C:18]1[C:17](=[O:24])[O:16][C:2]([CH3:15])([CH3:1])[C:3]=1[C:5]1[CH:10]=[CH:9][C:8]([S:11]([CH3:14])(=[O:13])=[O:12])=[CH:7][CH:6]=1)[CH3:21]. Reported procedure: Sodium hydride, 60% dispersion (0.478 g, 11.96 mmol) was washed in hexane and suspended in DMF (5 mL). This suspension was added to a 0° C. solution of 2-(diethyl amino) acetic acid 2-methyl-1-(4-(methylsulfonyl)phenyl)propan-1-one-2-yl ester (1.70 g, 4.78 mmol) in DMF (20 mL). The resulting mixture was warmed to RT for 15 minutes. The mixture was diluted with ethyl acetate and quenched with water. The organic layer was washed with brine, dried over MgSO4 and concentrated to dryness. The residue... Reactants: COC(=O)c1ccc2c(c1)CCC(CNC(=O)OC(C)(C)C)C2, CC(C)C[Al+]CC(C)C, CCCCCC, CO, ClCCl, [H-]. Product: CC(C)(C)OC(=O)NCC1CCc2cc(CO)ccc2C1. RXN SMILES: [C:1]([CH3:2])([CH3:3])([CH3:4])[O:5][C:6](=[O:7])[NH:8][CH2:9][CH:10]1[CH2:11][c:12]2[cH:13][cH:14][c:15]([C:20](=[O:21])[O:22][CH3:23])[cH:16][c:17]2[CH2:18][CH2:19]1.[CH2:25]([Al+:26][CH2:27][CH:28]([CH3:29])[CH3:30])[CH:31]([CH3:32])[CH3:33].[CH3:34][CH2:35][CH2:36][CH2:37][CH2:38][CH3:39].[CH3:40][OH:41].[Cl:42][CH2:43][Cl:44].[H-:24]>>[C:1]([CH3:2])([CH3:3])([CH3:4])[O:5][C:6](=[O:7])[NH:8][CH2:9][CH:10]1[CH2:11][c:12]2[cH:13][cH:14][c:15]([CH2:20][OH:21])[cH:16][c:17]2[CH2:18][CH2:19]1. Product: ClC1=C(N(S(=O)(=O)C2=CC=C(C=C2)C)OCC)C=CC(=C1)[N+](=O)[O-] (2′-Chloro-N-ethoxy-4′-nitro-p-toluenesulfonanilide). As a reaction SMILES: [H-].[Na+].[CH2:3]([O:5][NH:6][S:7]([C:10]1[CH:15]=[CH:14][C:13]([CH3:16])=[CH:12][CH:11]=1)(=[O:9])=[O:8])[CH3:4].[Cl:17][C:18]1[CH:19]=[C:20]([N+:25]([O-:27])=[O:26])[CH:21]=[CH:22][C:23]=1F.O>CN(C=O)C>[Cl:17][C:18]1[CH:19]=[C:20]([N+:25]([O-:27])=[O:26])[CH:21]=[CH:22][C:23]=1[N:6]([O:5][CH2:3][CH3:4])[S:7]([C:10]1[CH:15]=[CH:14][C:13]([CH3:16])=[CH:12][CH:11]=1)(=[O:9])=[O:8] |f:0.1|. Yield: 71.6%. Starting materials: [H-].[Na+] (sodium hydride), C(C)ONS(=O)(=O)C1=CC=C(C=C1)C (N-ethoxy-p-toluenesulfonamide), O (water), ClC=1C=C(C=CC1F)[N+](=O)[O-] (3-chloro-4-fluoronitrobenzene). Solvent: CN(C)C=O (DMF). Reported procedure: To a suspension of sodium hydride (60%, 0.18 g (4.50 mmol)) in 6.0 ml of DMF, N-ethoxy-p-toluenesulfonamide (0.90 g (4.18 mmol)) was added under cooling with ice and with stirring. To the resulting mixture, after 15 minutes' stirring under cooling with ice, 3-chloro-4-fluoronitrobenzene (0.70 g (3.99 mmol)) was added and the mixture was stirred under cooling with ice for one hour and at room temperature for 18 hours. The reaction mixture was then poured into water and extracted with diethyl ethe... Starting materials: ClC1=C(C=C(C(=C1)NC1CCN(CC1)C1CCOCC1)N)C(F)(F)F (5-chloro-N-[1-(tetrahydro-2H-pyran-4-yl)-4-piperidinyl]-4-trifluoromethyl-1,2-benzenediamine), C(=O)(C=1NC=CN1)C=1NC=CN1 (carbonyl diimidazole), C(C)(=O)OCC (ethyl acetate), C(=O)(C=1NC=CN1)C=1NC=CN1 (carbonyl diimidazole). Solvent: O1CCCC1 (tetrahydrofuran). Reaction conditions: time 5 minute. Yields the product ClC=1C(=CC2=C(N(C(N2)=O)C2CCN(CC2)C2CCOCC2)C1)C(F)(F)F (6-chloro-5-trifluoromethyl-1-[1-(tetrahydro-2H-pyran-4-yl)-4-piperidinyl]-1,3-dihydro-2H-benzimidazol-2-one). Reaction SMILES: [Cl:1][C:2]1[CH:7]=[C:6]([NH:8][CH:9]2[CH2:14][CH2:13][N:12]([CH:15]3[CH2:20][CH2:19][O:18][CH2:17][CH2:16]3)[CH2:11][CH2:10]2)[C:5]([NH2:21])=[CH:4][C:3]=1[C:22]([F:25])([F:24])[F:23].[C:26](C1NC=CN=1)(C1NC=CN=1)=[O:27].C(OCC)(=O)C>O1CCCC1>[Cl:1][C:2]1[C:3]([C:22]([F:23])([F:25])[F:24])=[CH:4][C:5]2[NH:21][C:26](=[O:27])[N:8]([CH:9]3[CH2:10][CH2:11][N:12]([CH:15]4[CH2:20][CH2:19][O:18][CH2:17][CH2:16]4)[CH2:13][CH2:14]3)[C:6]=2[CH:7]=1. Procedure details: A stirred solution of 5-chloro-N-[1-(tetrahydro-2H-pyran-4-yl)-4-piperidinyl]-4-trifluoromethyl-1,2-benzenediamine (D52) (0.34 g, 0.9 mmol) in anhydrous tetrahydrofuran (40 ml) was treated with carbonyl diimidazole (0.29 g, 1.80 mmol)—added in portion over 5 minutes. The mixture was stirred at room temperature under argon for 4 hours. The mixture was warmed to a gentle reflux. After 18 hours, a further 0.29 g, 1.8 mmole of carbonyl diimidazole was added and the mixture maintained at reflux for a... Starting materials: C#CC1(O[Si](C)(C)C)CCCC1, C1CCOC1, [Li]CCCC, CON(C)C(=O)c1ccncc1. Yields the product C[Si](C)(C)OC1(C#CC(=O)c2ccncc2)CCCC1. Reaction SMILES: [C:1](#[CH:2])[C:3]1([O:8][Si:9]([CH3:10])([CH3:11])[CH3:12])[CH2:4][CH2:5][CH2:6][CH2:7]1.[CH2:30]1[O:31][CH2:32][CH2:33][CH2:34]1.[CH3:13][CH2:14][CH2:15][CH2:16][Li:17].[CH3:18][O:19][N:20]([C:21]([c:22]1[cH:23][cH:24][n:25][cH:26][cH:27]1)=[O:28])[CH3:29]>>[C:1](#[C:2][C:21]([c:22]1[cH:23][cH:24][n:25][cH:26][cH:27]1)=[O:28])[C:3]1([O:8][Si:9]([CH3:10])([CH3:11])[CH3:12])[CH2:4][CH2:5][CH2:6][CH2:7]1.